From a dataset of the Open Reaction Database (ORD), a public repository of structured organic reaction records. describe an organic reaction: reactants, conditions, products, and yield Starting materials: NC1CN2CCC1CC2 (3-aminoquinuclidine), CN1CCOCC1 (N-methylmorpholine), C(C1=CC=CC=C1)N1C(C(OC2=C1C=C(C=C2C(=O)Cl)Cl)(C)CC)=O (4-benzyl-6-chloro-2-ethyl-3,4-dihydro -2-methyl-3-oxo-2H-1,4-benzoxazine-8-carboxylic acid chloride). The solvent is C(Cl)(Cl)Cl (chloroform), C(Cl)(Cl)Cl (chloroform). Product: Cl.C(C1=CC=CC=C1)N1C(C(OC2=C1C=C(C=C2C(=O)NC2CN1CCC2CC1)Cl)C)=O (4-benzyl-6-chloro-3,4-dihydro-2-methyl-3-oxo-N-(3-quinuclidinyl)-2H-1,4-benzoxazine-8-carboxamide hydrochloride). RXN SMILES: [NH2:1][CH:2]1[CH:7]2[CH2:8][CH2:9][N:4]([CH2:5][CH2:6]2)[CH2:3]1.CN1CCOCC1.[CH2:17]([N:24]1[C:29]2[CH:30]=[C:31]([Cl:37])[CH:32]=[C:33]([C:34]([Cl:36])=[O:35])[C:28]=2[O:27][C:26](CC)([CH3:38])[C:25]1=[O:41])[C:18]1[CH:23]=[CH:22][CH:21]=[CH:20][CH:19]=1>C(Cl)(Cl)Cl>[ClH:36].[CH2:17]([N:24]1[C:29]2[CH:30]=[C:31]([Cl:37])[CH:32]=[C:33]([C:34]([NH:1][CH:2]3[CH:7]4[CH2:8][CH2:9][N:4]([CH2:5][CH2:6]4)[CH2:3]3)=[O:35])[C:28]=2[O:27][CH:26]([CH3:38])[C:25]1=[O:41])[C:18]1[CH:19]=[CH:20][CH:21]=[CH:22][CH:23]=1 |f:4.5|. Reported procedure: To a solution of 1.09 g of 3-aminoquinuclidine and 0.9 g of N-methylmorpholine in 20 ml of chloroform is added a solution of 3.25 g of 4-benzyl-6-chloro-2-ethyl-3,4-dihydro -2-methyl-3-oxo-2H-1,4-benzoxazine-8-carboxylic acid chloride in 20 ml of chloroform under cooling and stirring followed by stirring at room temperature for 4 hours. The resultant solution is washed with water, aqueous sodium hydrogen carbonate and then water, and dried over magnesium sulfate. After the solvent is distilled o... As a reaction SMILES: O[C:2]1([C:15]2[S:19][C:18]3[CH:20]=[CH:21][CH:22]=[CH:23][C:17]=3[C:16]=2[CH:24](O)[CH3:25])[CH2:7][CH2:6][N:5](C(OC(C)(C)C)=O)[CH2:4][CH2:3]1.FC(F)(F)C(O)=O.C([SiH](CC)CC)C>[OH-].[Na+]>[CH2:24]([C:16]1[C:17]2[CH:23]=[CH:22][CH:21]=[CH:20][C:18]=2[S:19][C:15]=1[C:2]1[CH2:7][CH2:6][NH:5][CH2:4][CH:3]=1)[CH3:25] |f:3.4|. The solvent is [OH-].[Na+] (sodium hydroxide). Run at temperature 20 celsius, time 3 hour. The reactants are OC1(CCN(CC1)C(=O)OC(C)(C)C)C1=C(C2=C(S1)C=CC=C2)C(C)O (4-Hydroxy-4-(3-(1-hydroxyethyl)benzo[b]thiophen-2-yl)-1-(t-butyloxycarbonyl)piperidine), FC(C(=O)O)(F)F (trifluoroacetic acid), C(C)[SiH](CC)CC (triethylsilane). Yield: 72.3%. Procedure details: Scheme IA, Step B: 4-Hydroxy-4-(3-(1-hydroxyethyl)benzo[b]thiophen-2-yl)-1-(t-butyloxycarbonyl)piperidine (1.038 g, 2.75 mmol) was slowly added in portions to trifluoroacetic acid (6 mL). To this mixture was added triethylsilane (1.0 mL, 6.05 mmol) dropwise. The solution was stirred at 20° C. for 3 hours then diluted with 2 N sodium hydroxide and extracted 3 times with ethyl acetate. The combined organics were dried over sodium sulfate, filtered and evaporated. The residue was chromatographed (d... The product is C(C)C=1C2=C(SC1C1=CCNCC1)C=CC=C2 (4-(3-Ethylbenzo[b]thiophen-2-yl)-1,2,5,6-tetrahydropyridine). The reactants are BrBr (bromine), C22H23BrN4O2, CC=1C=C(C(=O)O)C=CC1C(=O)N1CCCC1 (3-methyl-4-(pyrrolidin-1-ylcarbonyl)benzoic acid), CN(C)C(=[N+](C)C)ON1C2=C(C=CC=C2)N=N1.[B-](F)(F)(F)F (TBTU), C(C)(C)N(CC)C(C)C (diisopropylethylamine), BrC1=CC2=C(NC(=N2)C(C)N)C=C1 (1-(5-bromo-1H-benzimidazol-2-yl)ethylamine). The solvent is C(Cl)Cl.C(C)O (methylene chloride ethanol), O1CCCC1 (tetrahydrofuran). The product is BrC1=CC2=C(NC(=N2)C(C)NC(C2=CC(=C(C=C2)C(=O)N2CCCC2)C)=O)C=C1 (N-[1-(5-bromo-1H-benzimidazol-2-yl)ethyl]-3-methyl-4-(pyrrolidin-1-ylcarbonyl)benzamide). Isolated yield 49.0%. Reaction SMILES: [CH3:1][C:2]1[CH:3]=[C:4]([CH:8]=[CH:9][C:10]=1[C:11]([N:13]1[CH2:17][CH2:16][CH2:15][CH2:14]1)=[O:12])[C:5]([OH:7])=O.CN(C(ON1N=NC2C=CC=CC1=2)=[N+](C)C)C.[B-](F)(F)(F)F.C(N(C(C)C)CC)(C)C.[Br:49][C:50]1[CH:61]=[CH:60][C:53]2[NH:54][C:55]([CH:57]([NH2:59])[CH3:58])=[N:56][C:52]=2[CH:51]=1.BrBr>O1CCCC1.C(Cl)Cl.C(O)C>[Br:49][C:50]1[CH:61]=[CH:60][C:53]2[NH:54][C:55]([CH:57]([NH:59][C:5](=[O:7])[C:4]3[CH:8]=[CH:9][C:10]([C:11]([N:13]4[CH2:17][CH2:16][CH2:15][CH2:14]4)=[O:12])=[C:2]([CH3:1])[CH:3]=3)[CH3:58])=[N:56][C:52]=2[CH:51]=1 |f:1.2,7.8|. Procedure: Prepared analogously to Example 1g from 3-methyl-4-(pyrrolidin-1-ylcarbonyl)benzoic acid, TBTU, diisopropylethylamine, and 1-(5-bromo-1H-benzimidazol-2-yl)ethylamine in tetrahydrofuran. Yield: 49%; Rf value: 0.52 (silica gel; methylene chloride/ethanol=9:1); C22H23BrN4O2 (455.35); mass spectrum: (M+H)+=455/457 (bromine isotope).